Dataset: the Open Reaction Database (ORD), a public repository of structured organic reaction records. Task: describe an organic reaction: reactants, conditions, products, and yield Reactants: CC(=O)OCCCCCCCCCC(=O)O, COc1ccc(C)cc1OC, O=C(OC(=O)C(Cl)Cl)C(Cl)Cl, CC(Cl)Cl. Product: COc1cc(C)c(C(=O)CCCCCCCCCOC(C)=O)cc1OC. RXN SMILES: [C:1]([CH3:2])(=[O:3])[O:4][CH2:5][CH2:6][CH2:7][CH2:8][CH2:9][CH2:10][CH2:11][CH2:12][CH2:13][C:14](=[O:15])[OH:16].[CH3:28][O:29][c:30]1[cH:31][c:32]([CH3:38])[cH:33][cH:34][c:35]1[O:36][CH3:37].[Cl:17][CH:18]([Cl:19])[C:20]([O:21][C:22](=[O:23])[CH:24]([Cl:25])[Cl:26])=[O:27].[Cl:39][CH:40]([Cl:41])[CH3:42]>>[C:1]([CH3:2])(=[O:3])[O:4][CH2:5][CH2:6][CH2:7][CH2:8][CH2:9][CH2:10][CH2:11][CH2:12][CH2:13][C:14](=[O:16])[c:33]1[c:32]([CH3:38])[cH:31][c:30]([O:29][CH3:28])[c:35]([O:36][CH3:37])[cH:34]1.